Dataset: the Open Reaction Database (ORD), a public repository of structured organic reaction records. Task: describe an organic reaction: reactants, conditions, products, and yield Starting materials: O=C1N(Cc2c(Cl)cc(Br)cc2Cl)CCC12CCCCC2, COC(=O)c1ccc(B(O)O)cc1, Cc1ccccc1, CCOC(C)=O, [Na+], [Na+], O=C([O-])[O-], c1ccc(P(c2ccccc2)(c2ccccc2)[Pd](P(c2ccccc2)(c2ccccc2)c2ccccc2)(P(c2ccccc2)(c2ccccc2)c2ccccc2)P(c2ccccc2)(c2ccccc2)c2ccccc2)cc1. Reaction SMILES: [Br:1][c:2]1[cH:3][c:4]([Cl:21])[c:5]([CH2:6][N:7]2[C:8](=[O:17])[C:9]3([CH2:10][CH2:11]2)[CH2:12][CH2:13][CH2:14][CH2:15][CH2:16]3)[c:18]([Cl:20])[cH:19]1.[CH3:22][O:23][C:24](=[O:25])[c:26]1[cH:27][cH:28][c:29]([B:32]([OH:33])[OH:34])[cH:30][cH:31]1.[CH3:35][c:36]1[cH:37][cH:38][cH:39][cH:40][cH:41]1.[CH3:48][CH2:49][O:50][C:51](=[O:52])[CH3:53].[Na+:42].[Na+:43].[O-:44][C:45](=[O:46])[O-:47].[cH:54]1[cH:55][cH:56][c:57]([P:58]([Pd:59]([P:60]([c:61]2[cH:62][cH:63][cH:64][cH:65][cH:66]2)([c:67]2[cH:68][cH:69][cH:70][cH:71][cH:72]2)[c:73]2[cH:74][cH:75][cH:76][cH:77][cH:78]2)([P:79]([c:80]2[cH:81][cH:82][cH:83][cH:84][cH:85]2)([c:86]2[cH:87][cH:88][cH:89][cH:90][cH:91]2)[c:92]2[cH:93][cH:94][cH:95][cH:96][cH:97]2)[P:98]([c:99]2[cH:100][cH:101][cH:102][cH:103][cH:104]2)([c:105]2[cH:106][cH:107][cH:108][cH:109][cH:110]2)[c:111]2[cH:112][cH:113][cH:114][cH:115][cH:116]2)([c:117]2[cH:118][cH:119][cH:120][cH:121][cH:122]2)[c:123]2[cH:124][cH:125][cH:126][cH:127][cH:128]2)[cH:129][cH:130]1>>[c:2]1(-[c:29]2[cH:28][cH:27][c:26]([C:24]([O:23][CH3:22])=[O:25])[cH:31][cH:30]2)[cH:3][c:4]([Cl:21])[c:5]([CH2:6][N:7]2[C:8](=[O:17])[C:9]3([CH2:10][CH2:11]2)[CH2:12][CH2:13][CH2:14][CH2:15][CH2:16]3)[c:18]([Cl:20])[cH:19]1. Product: COC(=O)c1ccc(-c2cc(Cl)c(CN3CCC4(CCCCC4)C3=O)c(Cl)c2)cc1. Reactants: NC=1C(=C2CC(CC2=CC1Br)NC(C)=O)[N+](=O)[O-] (N-(5-Amino-6-bromo-4-nitro-indan-2-yl)-acetamide). Reagents/catalysts: [Ni] (Raney nickel). The solvent is O1CCCC1 (tetrahydrofuran). Conditions: time 1 hour. The product is NC1=C2CC(CC2=CC(=C1N)Br)NC(C)=O (N-(4,5-diamino-6-bromo-indan-2-yl)acetamide). As a reaction SMILES: [NH2:1][C:2]1[C:3]([N+:16]([O-])=O)=[C:4]2[C:8](=[CH:9][C:10]=1[Br:11])[CH2:7][CH:6]([NH:12][C:13](=[O:15])[CH3:14])[CH2:5]2>O1CCCC1.[Ni]>[NH2:16][C:3]1[C:2]([NH2:1])=[C:10]([Br:11])[CH:9]=[C:8]2[C:4]=1[CH2:5][CH:6]([NH:12][C:13](=[O:15])[CH3:14])[CH2:7]2. Procedure: N-(5-Amino-6-bromo-4-nitro-indan-2-yl)-acetamide (0.7 g, 2.2 mmol) was dissolved in tetrahydrofuran (20 mL) and then treated with Raney nickel and stirred under a hydrogen atmosphere (1 atm) at room temperature for 1 h. The catalyst was removed by filtration through a celite pad, and washed repeatedly with methanol. The combined organic filtrate was removed by rotoevaporation to give a syrup that solidified upon standing. This product was used without further purification. Starting materials: C1CCOC1, CCOCC, COc1ccc(N2CCN(c3c(C)c(C)c4c(c3C)C(=O)C(C)(C)O4)CC2)cc1, [Li]C, O. Product: COc1ccc(N2CCN(c3c(C)c(C)c4c(c3C)C(C)(O)C(C)(C)O4)CC2)cc1. RXN SMILES: [CH2:37]1[O:38][CH2:39][CH2:40][CH2:41]1.[CH3:3][CH2:4][O:5][CH2:6][CH3:7].[CH3:8][O:9][c:10]1[cH:11][cH:12][c:13]([N:16]2[CH2:17][CH2:18][N:19]([c:22]3[c:23]([CH3:36])[c:24]([CH3:35])[c:25]4[c:26]([c:33]3[CH3:34])[C:27](=[O:32])[C:28]([CH3:30])([CH3:31])[O:29]4)[CH2:20][CH2:21]2)[cH:14][cH:15]1.[Li:1][CH3:2].[OH2:42]>>[CH3:3][C:27]1([OH:32])[c:26]2[c:25]([c:24]([CH3:35])[c:23]([CH3:36])[c:22]([N:19]3[CH2:18][CH2:17][N:16]([c:13]4[cH:12][cH:11][c:10]([O:9][CH3:8])[cH:15][cH:14]4)[CH2:21][CH2:20]3)[c:33]2[CH3:34])[O:29][C:28]1([CH3:30])[CH3:31]. The reactants are OC(CC(=O)OC(C)(C)C)CCCCCCCC=CCCCCCCCC (tert-butyl 3-hydroxy-11-eicosenoate), C(CCCCCCCC=CCCCCCCCC)(=O)Cl (9-octadecenoyl chloride). Product: C(CCCCCCCC=CCCCCCCCC)(=O)OC(CC(=O)OC(C)(C)C)CCCCCCCC=CCCCCCCCC (tert-butyl 3-(9-octadecenoyloxy)-11-eicosenoate). Isolated yield 75.3%. RXN SMILES: [OH:1][CH:2]([CH2:11][CH2:12][CH2:13][CH2:14][CH2:15][CH2:16][CH2:17][CH:18]=[CH:19][CH2:20][CH2:21][CH2:22][CH2:23][CH2:24][CH2:25][CH2:26][CH3:27])[CH2:3][C:4]([O:6][C:7]([CH3:10])([CH3:9])[CH3:8])=[O:5].[C:28](Cl)(=[O:46])[CH2:29][CH2:30][CH2:31][CH2:32][CH2:33][CH2:34][CH2:35][CH:36]=[CH:37][CH2:38][CH2:39][CH2:40][CH2:41][CH2:42][CH2:43][CH2:44][CH3:45]>>[C:28]([O:1][CH:2]([CH2:11][CH2:12][CH2:13][CH2:14][CH2:15][CH2:16][CH2:17][CH:18]=[CH:19][CH2:20][CH2:21][CH2:22][CH2:23][CH2:24][CH2:25][CH2:26][CH3:27])[CH2:3][C:4]([O:6][C:7]([CH3:8])([CH3:9])[CH3:10])=[O:5])(=[O:46])[CH2:29][CH2:30][CH2:31][CH2:32][CH2:33][CH2:34][CH2:35][CH:36]=[CH:37][CH2:38][CH2:39][CH2:40][CH2:41][CH2:42][CH2:43][CH2:44][CH3:45]. Procedure: Starting from tert-butyl 3-hydroxy-11-eicosenoate (11 g) and 9-octadecenoyl chloride (15 g), tert-butyl 3-(9-octadecenoyloxy)-11-eicosenoate (14 g) was obtained as an oil according to a similar manner to that of Preparation A-2 (4). Reactants: N(=O)[O-].[Na+] (NaNO2), Cl (HCl), NC1=CC=C(C=C1)C (p-toluidine), O1C=C(C=C1)C(=O)O (3-furanoic acid), CuCl2. Run in O (water), O (water), O (water), O (water), CC(=O)C (acetone). Reaction conditions: temperature 0 celsius, time 30 minute. The product is CC1=CC=C(C=C1)C=1OC=CC1C(=O)O (2-(4-methylphenyl)-3-furanoic acid). Yield: 15.1%. As a reaction SMILES: N[C:2]1[CH:7]=[CH:6][C:5]([CH3:8])=[CH:4][CH:3]=1.Cl.N([O-])=O.[Na+].[O:14]1[CH:18]=[CH:17][C:16]([C:19]([OH:21])=[O:20])=[CH:15]1>O.CC(C)=O>[CH3:8][C:5]1[CH:6]=[CH:7][C:2]([C:15]2[O:14][CH:18]=[CH:17][C:16]=2[C:19]([OH:21])=[O:20])=[CH:3][CH:4]=1 |f:2.3|. Reported procedure: 70.7 g of p-toluidine, cooled with a bath of water and ice, are treated with 205 ml of 36% HCl. The mixture is then stirred at 55°-60° C. for 30 min before being cooled to 0° C. again. A solution of 45 g of NaNO2 in 220 ml of water is then introduced. The mixture is stirred for 1 h at 0° C. This cold solution is introduced into a mixture of 49.3 g of 3-furanoic acid, 220 ml of acetone, 23.4 g of CuCl2 and 6.3 g of water, cooled to -5° C. The whole is stirred at 0° C. for 2 h and then at room tem... Reactants: C=O, CNC, Cl, O, O=c1cc[nH]c(=O)[nH]1. The product is Cl, CN(C)Cc1c[nH]c(=O)[nH]c1=O. Reaction SMILES: [CH2:13]=[O:14].[CH3:10][NH:11][CH3:12].[ClH:9].[OH2:15].[nH:1]1[c:2](=[O:3])[nH:4][c:5](=[O:6])[cH:7][cH:8]1>>[ClH:9].[nH:1]1[c:2](=[O:3])[nH:4][c:5](=[O:6])[c:7]([CH2:13][N:11]([CH3:10])[CH3:12])[cH:8]1. Starting materials: C1(=CC=CC=C1)P(C1=CC=CC=C1)C1=CC=CC=C1 (triphenylphosphine), C(C1=CC=CC=C1)O (benzylalcohol), CCOC(=O)/N=N/C(=O)OCC.C1(=CC=CC=C1)C (DEAD toluene), OC1=C2CNC(C2=C(C=C1)C=1N(C2=CC=C(C=C2C1)CN1CCCCC1)C(=O)OC(C)(C)C)=O (4-hydroxy-7-[1-(tert-butoxycarbonyl)-5-(piperidinomethyl)indol-2-yl]isoindolinone). Solvent: C1CCOC1 (THF). Product: C(C1=CC=CC=C1)OC1=C2CNC(C2=C(C=C1)C=1N(C2=CC=C(C=C2C1)CN1CCCCC1)C(=O)OC(C)(C)C)=O (4-benzyloxy-7-[1-(tert-butoxycarbonyl)-5-(piperidinomethyl)indol-2-yl]isoindolinone). Isolated yield 73.3%. As a reaction SMILES: [OH:1][C:2]1[CH:10]=[CH:9][C:8]([C:11]2[N:12]([C:27]([O:29][C:30]([CH3:33])([CH3:32])[CH3:31])=[O:28])[C:13]3[C:18]([CH:19]=2)=[CH:17][C:16]([CH2:20][N:21]2[CH2:26][CH2:25][CH2:24][CH2:23][CH2:22]2)=[CH:15][CH:14]=3)=[C:7]2[C:3]=1[CH2:4][NH:5][C:6]2=[O:34].C1(P(C2C=CC=CC=2)C2C=CC=CC=2)C=CC=CC=1.[CH2:54](O)[C:55]1[CH:60]=[CH:59][CH:58]=[CH:57][CH:56]=1.CCOC(/N=N/C(OCC)=O)=O.C1(C)C=CC=CC=1>C1COCC1>[CH2:54]([O:1][C:2]1[CH:10]=[CH:9][C:8]([C:11]2[N:12]([C:27]([O:29][C:30]([CH3:31])([CH3:33])[CH3:32])=[O:28])[C:13]3[C:18]([CH:19]=2)=[CH:17][C:16]([CH2:20][N:21]2[CH2:26][CH2:25][CH2:24][CH2:23][CH2:22]2)=[CH:15][CH:14]=3)=[C:7]2[C:3]=1[CH2:4][NH:5][C:6]2=[O:34])[C:55]1[CH:60]=[CH:59][CH:58]=[CH:57][CH:56]=1 |f:3.4|. Reported procedure: In a similar manner to Step 1 of Example 149, 4-hydroxy-7-[1-(tert-butoxycarbonyl)-5-(piperidinomethyl)indol-2-yl]isoindolinone (80.0 mg, 0.173 mmol) was dissolved in THF (4.0 mL), and the solution was treated with triphenylphosphine (137 mg, 0.519 mmol), benzylalcohol (0.0534 mL, 0.519 mmol) and 40% DEAD-toluene solution (0.237 mL), followed by purification by flash column chromatography (chloroform/methanol=100/0 to 90/10) to obtain 4-benzyloxy-7-[1-(tert-butoxycarbonyl)-5-(piperidinomethyl)in... The reactants are BrCCc1ccccc1, Clc1nccc(Nc2ccccc2)n1, [H-], [Na+], CN(C)C=O. Product: Clc1nccc(N(CCc2ccccc2)c2ccccc2)n1. Reaction SMILES: [CH2:17]([CH2:18][c:19]1[cH:20][cH:21][cH:22][cH:23][cH:24]1)[Br:25].[Cl:1][c:2]1[n:3][cH:4][cH:5][c:6]([NH:8][c:9]2[cH:10][cH:11][cH:12][cH:13][cH:14]2)[n:7]1.[H-:15].[Na+:16].[O:26]=[CH:27][N:28]([CH3:29])[CH3:30]>>[Cl:1][c:2]1[n:3][cH:4][cH:5][c:6]([N:8]([c:9]2[cH:10][cH:11][cH:12][cH:13][cH:14]2)[CH2:17][CH2:18][c:19]2[cH:20][cH:21][cH:22][cH:23][cH:24]2)[n:7]1. Reactants: C(=O)(O)C1=CC=C(C=O)C=C1 (4-carboxybenzaldehyde), N-ethyl-N′-3-dimethylaminopropylcarbodiimide, O (water), O.NC1=NN=NN1 (5-aminotetrazol monohydrate). Solvent: CN(C)C=O (DMF). Reaction conditions: time 24 hour. Product: C(=O)C1=CC=C(C(=O)NC=2N=NNN2)C=C1 (4-formyl-N-(2H-tetrazol-5-yl)benzamide). Isolated yield 78.4%. RXN SMILES: [C:1]([C:4]1[CH:11]=[CH:10][C:7]([CH:8]=[O:9])=[CH:6][CH:5]=1)(O)=[O:2].O.[NH2:13][C:14]1[NH:18][N:17]=[N:16][N:15]=1.O>CN(C=O)C>[CH:8]([C:7]1[CH:10]=[CH:11][C:4]([C:1]([NH:13][C:14]2[N:15]=[N:16][NH:17][N:18]=2)=[O:2])=[CH:5][CH:6]=1)=[O:9] |f:1.2|. Procedure details: To a solution of 4-carboxybenzaldehyde (40.2 g, 0.27 mol) in DMF (400 mL) was added N-ethyl-N′-3-dimethylaminopropylcarbodiimide (65.5 g, 0.33 mol) followed by 5-aminotetrazol monohydrate (36.6 g, 0.35 mol). The mixture was stirred for 24 hours at ambient temperature. The reaction volume was then reduced to one half by rotary evapoation, and water (800 mL) was added. The precipitate was collected by filtration, washed with cold acetonitrile and dried overnight in a vacuum oven to afford 46.0 g (... Reactants: N1[C@H](C(=O)O)CCC1 (L-proline), O=C(C(=O)[O-])CCC(=O)[O-] (2-ketoglutarate), L-ascorbic acids, ferrous sulfate. Product: O[C@H]1[C@H](NCC1)C(=O)O (cis-3-hydroxy-L-proline). Procedure details: The enzyme reaction using purified L-proline-3-hydroxylase obtained in Example 5 was carried out. The reaction mixture was composed of 200 mM TES buffer (pH 7.0), 20 mM L-proline, 20 mM 2-ketoglutarate, 5 mM L-ascorbic acids 1 mM, ferrous sulfate, and 106 U of purified enzyme preparation, the total volume being 100 μl. The reaction was carried out at 35° C. for 30 minutes. As a result of the reaction, 18mM (2.4 g/1) of cis-3-hydroxy-L-proline was produced in the reaction mixture. Reaction conditions: time 30 minute. Reaction SMILES: [NH:1]1[CH2:8][CH2:7][CH2:6][C@H:2]1[C:3]([OH:5])=[O:4].[O:9]=C(CCC([O-])=O)C([O-])=O>>[OH:9][C@@H:6]1[CH2:7][CH2:8][NH:1][C@@H:2]1[C:3]([OH:5])=[O:4].